Dataset: the Open Reaction Database (ORD), a public repository of structured organic reaction records. Task: describe an organic reaction: reactants, conditions, products, and yield Starting materials: Cl.Cl.N[C@@H]1CC[C@H](CC1)C(=O)NC1=C(OC2=C1C=CC=C2)C(=O)NC2=NC=C(C=C2)Cl (Trans-3-(4-aminocyclohexylcarbonylamino)-N-(5-chloropyridin-2-yl)benzofuran-2-carboxamide dihydrochloride), C(O)([O-])=O.[Na+] (sodium hydrogen carbonate), C(CCCC=O)=O (glutaraldehyde), C(C)(=O)O[BH-](OC(C)=O)OC(C)=O.[Na+] (sodium triacetoxy borohydride). Solvent: ClCCl (dichloromethane), C(C)N(CC)CC (triethylamine). The product is N1(CCCCC1)[C@@H]1CC[C@H](CC1)C(=O)NC1=C(OC2=C1C=CC=C2)C(=O)NC2=NC=C(C=C2)Cl (trans-3-[4-(piperidin-1-yl)cyclohexylcarbonylamino]-N-(5-chloropyridin-2-yl)benzofuran-2-carboxamide). Isolated yield 85.6%. RXN SMILES: Cl.Cl.[NH2:3][C@H:4]1[CH2:9][CH2:8][C@H:7]([C:10]([NH:12][C:13]2[C:17]3[CH:18]=[CH:19][CH:20]=[CH:21][C:16]=3[O:15][C:14]=2[C:22]([NH:24][C:25]2[CH:30]=[CH:29][C:28]([Cl:31])=[CH:27][N:26]=2)=[O:23])=[O:11])[CH2:6][CH2:5]1.[CH:32](=O)[CH2:33][CH2:34][CH2:35][CH:36]=O.C(O[BH-](OC(=O)C)OC(=O)C)(=O)C.[Na+].C(=O)([O-])O.[Na+]>ClCCl.C(N(CC)CC)C>[N:3]1([C@H:4]2[CH2:9][CH2:8][C@H:7]([C:10]([NH:12][C:13]3[C:17]4[CH:18]=[CH:19][CH:20]=[CH:21][C:16]=4[O:15][C:14]=3[C:22]([NH:24][C:25]3[CH:30]=[CH:29][C:28]([Cl:31])=[CH:27][N:26]=3)=[O:23])=[O:11])[CH2:6][CH2:5]2)[CH2:36][CH2:35][CH2:34][CH2:33][CH2:32]1 |f:0.1.2,4.5,6.7|. Reported procedure: Trans-3-(4-aminocyclohexylcarbonylamino)-N-(5-chloropyridin-2-yl)benzofuran-2-carboxamide dihydrochloride (125 mg) obtained in Example 219 is suspended in dichloromethane (10 ml), and thereto is added triethylamine (102 μl) under ice-cooling, and the mixture is stirred for several minutes. Then, about 25% aqueous glutaraldehyde solution (150 mg) and sodium triacetoxy borohydride (155 mg) are added successively, and the mixture is stirred under ice-cooling for 2 hours. To the reaction solution is... Reactants: Cl (HCl), BrC=1C=CC=2N(C1)C(=C(N2)C2=CC=C(C=C2)F)C(=O)OCC (Ethyl 6-bromo-2-(4-fluorophenyl)imidazo[1,2-a]pyridine-3-carboxylate), CO (MeOH), [OH-].[Na+] (NaOH). The solvent is O (water), C1CCOC1 (THF). Reaction conditions: temperature 70 celsius. Yields the product BrC=1C=CC=2N(C1)C(=C(N2)C2=CC=C(C=C2)F)C(=O)O (6-bromo-2-(4-fluorophenyl)imidazo[1,2-a]pyridine-3-carboxylic acid). Yield: 79.8%. Reaction SMILES: [Br:1][C:2]1[CH:3]=[CH:4][C:5]2[N:6]([C:8]([C:18]([O:20]CC)=[O:19])=[C:9]([C:11]3[CH:16]=[CH:15][C:14]([F:17])=[CH:13][CH:12]=3)[N:10]=2)[CH:7]=1.CO.[OH-].[Na+].Cl>O.C1COCC1>[Br:1][C:2]1[CH:3]=[CH:4][C:5]2[N:6]([C:8]([C:18]([OH:20])=[O:19])=[C:9]([C:11]3[CH:12]=[CH:13][C:14]([F:17])=[CH:15][CH:16]=3)[N:10]=2)[CH:7]=1 |f:2.3|. Procedure: Ethyl 6-bromo-2-(4-fluorophenyl)imidazo[1,2-a]pyridine-3-carboxylate (394 mg, 1.09 mmol) was dissolved into MeOH (10 mL) and THF (10 mL) and then 1M aqueous NaOH (7.5 mL, 7.50 mmol) was added and the reaction was heated at 70° C. for 1 h. The reaction was treated with aqueous 1M HCl (8 mL) (white prec. formed), cooled to rt, diluted with water (30 ml) and filtered to collect the precipitate (rinsed with water). The solid was dried overnight under vacuum to yield 6-bromo-2-(4-fluorophenyl)imidazo...